This data is from the Open Reaction Database (ORD), a public repository of structured organic reaction records. The task is: describe an organic reaction: reactants, conditions, products, and yield Starting materials: ClC=1C(=C(CNC(=O)[C@H]2N(C[C@](C2)(C)F)C(CN2C=C(C3=CC=C(C=C23)OCC2=CC=CC=C2)C(C)=O)=O)C=CC1)F ((2S,4R)-1-[2-(3-acetyl-6-benzyloxy-indol-1-yl)-acetyl]-4-fluoro-4-methyl-pyrrolidine-2-carboxylic acid 3-chloro-2-fluoro-benzylamide), C(=O)(C(F)(F)F)O (TFA), C1(=CC=CC=C1)SC (thioanisole). Product: ClC=1C(=C(CNC(=O)[C@H]2N(C[C@](C2)(C)F)C(CN2C=C(C3=CC=C(C=C23)O)C(C)=O)=O)C=CC1)F ((2S,4R)-1-[2-(3-Acetyl-6-hydroxy-indol-1-yl)-acetyl]-4-fluoro-4-methyl-pyrrolidine-2-carboxylic acid 3-chloro-2-fluoro-benzylamide). Reaction SMILES: [Cl:1][C:2]1[C:3]([F:42])=[C:4]([CH:39]=[CH:40][CH:41]=1)[CH2:5][NH:6][C:7]([C@@H:9]1[CH2:13][C@:12]([F:15])([CH3:14])[CH2:11][N:10]1[C:16](=[O:38])[CH2:17][N:18]1[C:26]2[C:21](=[CH:22][CH:23]=[C:24]([O:27]CC3C=CC=CC=3)[CH:25]=2)[C:20]([C:35](=[O:37])[CH3:36])=[CH:19]1)=[O:8].C(O)(C(F)(F)F)=O.C1(SC)C=CC=CC=1>>[Cl:1][C:2]1[C:3]([F:42])=[C:4]([CH:39]=[CH:40][CH:41]=1)[CH2:5][NH:6][C:7]([C@@H:9]1[CH2:13][C@:12]([F:15])([CH3:14])[CH2:11][N:10]1[C:16](=[O:38])[CH2:17][N:18]1[C:26]2[C:21](=[CH:22][CH:23]=[C:24]([OH:27])[CH:25]=2)[C:20]([C:35](=[O:37])[CH3:36])=[CH:19]1)=[O:8]. Procedure details: The title compound was prepared in a similar manner as described above for Example 577 from (2S,4R)-1-[2-(3-acetyl-6-benzyloxy-indol-1-yl)-acetyl]-4-fluoro-4-methyl-pyrrolidine-2-carboxylic acid 3-chloro-2-fluoro-benzylamide (96.0 mg, 0.137 mmol), TFA (2 mL) and thioanisole (0.162 mL, 1.374 mmol). Solid. MS (LC/MS): 504 [M+H]+; tR (HPLC, conditions k): 3.26 min. The reactants are CC=1CCC2C(CC(CCC12)=O)=C (1-methyl-4-methylen-6-oxo-2,3,3a,4,5,6,7,8-octahydroazulene), [H][H] (hydrogen). Reagents/catalysts: [Pd] (palladium-on-carbon). Run in C(C)O (ethanol). The product is CC1CCC2C(CC(CCC12)=O)C (1,4-dimethyl-6-oxo-perhydroazulene). RXN SMILES: [CH3:1][C:2]1[CH2:3][CH2:4][CH:5]2[C:11]=1[CH2:10][CH2:9][C:8](=[O:12])[CH2:7][C:6]2=[CH2:13].[H][H]>C(O)C.[Pd]>[CH3:1][CH:2]1[CH:11]2[CH:5]([CH:6]([CH3:13])[CH2:7][C:8](=[O:12])[CH2:9][CH2:10]2)[CH2:4][CH2:3]1. Procedure: 176 mg of 1-methyl-4-methylen-6-oxo-2,3,3a,4,5,6,7,8-octahydroazulene were hydrogenated in 15 ml of ethanol with 175 mg of palladium-on-carbon (5%). After hydrogen uptake was completed the mixture was filtered off from the catalyst, the filtrate evaporated and distilled in vacuum. There was obtained pure 1,4-dimethyl-6-oxo-perhydroazulene; b.p.0.05 60°; IR(film):νmax = 1700, 1460, 1375, 1335, 1250, 1180, 980, 850 cm-1. The compound has a camphorous, herby, woody odour. Starting materials: COC=1C=NC=2C=CC=C(C2N1)C=O (3-methoxy-quinoxaline-5-carbaldehyde), [BH4-].[Na+] (NaBH4). Solvent: CCO (EtOH). Reaction conditions: temperature 0 celsius, time 1 hour. The product is COC=1C=NC2=CC=CC(=C2N1)CO ((3-methoxy-quinoxalin-5-yl)-methanol). The yield is 71.4%. RXN SMILES: [CH3:1][O:2][C:3]1[CH:4]=[N:5][C:6]2[CH:7]=[CH:8][CH:9]=[C:10]([CH:13]=[O:14])[C:11]=2[N:12]=1.[BH4-].[Na+]>CCO>[CH3:1][O:2][C:3]1[CH:4]=[N:5][C:6]2[C:11]([N:12]=1)=[C:10]([CH2:13][OH:14])[CH:9]=[CH:8][CH:7]=2 |f:1.2|. Reported procedure: To a stirred suspension of 3-methoxy-quinoxaline-5-carbaldehyde (4.05 g, 21.5 mmol; see WO 2006/032466) in EtOH (150 mL) cooled at 0° C., NaBH4 (814 mg, 21.5 mmol) was added in one portion. The reaction mixture was warmed to rt and stirred for 1 h. The mixture was quenched at 0° C. by addition of 1M HCl until H2 evolvement ceased, then concentrated under reduced pressure. The phases were separated between EA and sat. aq. NaHCO3, the org. layer was dried over MgSO4 and concentrated under reduced ... The product is NC1=NNC2=C1C(N(C=C2)C2=C(C=CC=C2)Cl)=O (3-amino-5-(2-chlorophenyl)-1,5-dihydro-4H-pyrazolo[4,3-c]pyridin-4-one). Reaction SMILES: Cl[C:2]1[CH:7]=[CH:6][N:5]([C:8]2[CH:13]=[CH:12][CH:11]=[CH:10][C:9]=2[Cl:14])[C:4](=O)[C:3]=1[C:16]#[N:17].[OH2:18].[NH2:19][NH2:20]>C(O)C>[NH2:17][C:16]1[C:3]2[C:4](=[O:18])[N:5]([C:8]3[CH:13]=[CH:12][CH:11]=[CH:10][C:9]=3[Cl:14])[CH:6]=[CH:7][C:2]=2[NH:20][N:19]=1 |f:1.2|. Reaction conditions: temperature 90 celsius. Isolated yield 97.5%. Starting materials: ClC1=C(C(N(C=C1)C1=C(C=CC=C1)Cl)=O)C#N (4-chloro-1-(2-chlorophenyl)-2-oxo-1,2-dihydropyridine-3-carbonitrile), O.NN (hydrazine monohydrate). Solvent: C(C)O (ethanol). Reported procedure: To a solution of 4-chloro-1-(2-chlorophenyl)-2-oxo-1,2-dihydropyridine-3-carbonitrile obtained in Step D (891 mg) in ethanol (6.72 mL) was added hydrazine monohydrate (252 mg) at room temperature. The reaction mixture was heated at 90° C. for 5 hr, and cooled to room temperature. The reaction mixture was concentrated under reduced pressure, to the residue was added water, and the mixture was extracted with ethyl acetate. The extract was dried over anhydrous sodium sulfate, and the solvent was ev... Starting materials: C(N)(=O)C(C(C)C)(C)NC(=O)C=1C(=CC2=C(N(C(=N2)C)C)C1)C(=O)O (6-[(1-carbamoyl-1,2-dimethylpropyl)carbamoyl]-1,2-dimethyl-5-benzimidazolecarboxylic acid), [OH-].[Na+] (sodium hydroxide), Cl (hydrochloric acid). Reaction conditions: time 2.5 hour. The product is Cl.Cl.C(C)(C)C1(N=C(NC1=O)C=1C(=CC2=C(N(C(=N2)C)C)C1)C(=O)O)C (6-(4-Isopropyl-4-methyl-5-oxo-2-imidazolin-2-yl)-1,2-dimethyl-5-benzimidazolecarboxylic acid dihydrochloride). Isolated yield 31.5%. RXN SMILES: [C:1]([C:4]([NH:9][C:10]([C:12]1[C:13]([C:23]([OH:25])=[O:24])=[CH:14][C:15]2[N:19]=[C:18]([CH3:20])[N:17]([CH3:21])[C:16]=2[CH:22]=1)=O)([CH3:8])[CH:5]([CH3:7])[CH3:6])(=[O:3])[NH2:2].[OH-].[Na+].[ClH:28]>>[ClH:28].[ClH:28].[CH:5]([C:4]1([CH3:8])[C:1](=[O:3])[NH:2][C:10]([C:12]2[C:13]([C:23]([OH:25])=[O:24])=[CH:14][C:15]3[N:19]=[C:18]([CH3:20])[N:17]([CH3:21])[C:16]=3[CH:22]=2)=[N:9]1)([CH3:7])[CH3:6] |f:1.2,4.5.6|. Reported procedure: A mixture of 6-[(1-carbamoyl-1,2-dimethylpropyl)carbamoyl]-1,2-dimethyl-5-benzimidazolecarboxylic acid (0.330 g, 0.910 mmol) and 2M sodium hydroxide (3.0 mL, 6.0 mmol) is stirred for 2.5 hours at reflux temperature, cooled, acidified to pH 3 with hydrochloric acid and filtered. The filter cake is recrystallized from ethanol to afford the title product as a white solid (0.120 g, 31.5%), mp 256°-258° C. The reactants are [Li]CCCC, CN(C)C=O, CCCCCC, Cl, CS(=O)(=O)c1ccc(-c2ccsc2-c2ccc(F)cc2)cc1, C1CCOC1. Product: CS(=O)(=O)c1ccc(-c2cc(C=O)sc2-c2ccc(F)cc2)cc1. Reaction SMILES: [CH2:1]([Li:2])[CH2:3][CH2:4][CH3:5].[CH3:28][N:29]([CH:30]=[O:31])[CH3:32].[CH3:34][CH2:35][CH2:36][CH2:37][CH2:38][CH3:39].[ClH:33].[F:6][c:7]1[cH:8][cH:9][c:10](-[c:13]2[s:14][cH:15][cH:16][c:17]2-[c:18]2[cH:19][cH:20][c:21]([S:24](=[O:25])(=[O:26])[CH3:27])[cH:22][cH:23]2)[cH:11][cH:12]1.[O:40]1[CH2:41][CH2:42][CH2:43][CH2:44]1>>[F:6][c:7]1[cH:8][cH:9][c:10](-[c:13]2[s:14][c:15]([CH:30]=[O:31])[cH:16][c:17]2-[c:18]2[cH:19][cH:20][c:21]([S:24](=[O:25])(=[O:26])[CH3:27])[cH:22][cH:23]2)[cH:11][cH:12]1. Reactants: CCOC(C)=O, CC(C)OC(C)C, ClCCl, Cl, Cl, CC1=CCC(N)CC1, O, c1ccncc1, O=C(Cl)c1ccncc1. Yields the product CC1=CCC(NC(=O)c2ccncc2)CC1. As a reaction SMILES: [CH3:36][CH2:37][O:38][C:39](=[O:40])[CH3:41].[CH:26]([O:27][CH:28]([CH3:29])[CH3:30])([CH3:31])[CH3:32].[Cl:33][CH2:34][Cl:35].[ClH:16].[ClH:1].[NH2:2][CH:3]1[CH2:4][CH:5]=[C:6]([CH3:9])[CH2:7][CH2:8]1.[OH2:42].[cH:10]1[cH:11][cH:12][n:13][cH:14][cH:15]1.[n:17]1[cH:18][cH:19][c:20]([C:23](=[O:24])[Cl:25])[cH:21][cH:22]1>>[NH:2]([CH:3]1[CH2:4][CH:5]=[C:6]([CH3:9])[CH2:7][CH2:8]1)[C:23]([c:20]1[cH:19][cH:18][n:17][cH:22][cH:21]1)=[O:24]. Reactants: C\C(=C/C(=O)O)\C=C\C(=C(\C=C\C1=C(SC(=C1C)C)C)/C)\F (2E,4E,6Z,8E-3,7-dimethyl-6-fluoro-9-(2,4,5-trimethyl-3-thienyl)-2,4,6,8-nonatetraenoic acid), C(C(=O)Cl)(=O)Cl (oxalyl chloride), N (ammonia). Solvent: C1=CC=CC=C1 (benzene), CN(C=O)C (dimethylformamide), C1=CC=CC=C1 (benzene). Product: C\C(=C/C(=O)N)\C=C\C(=C(\C=C\C1=C(SC(=C1C)C)C)/C)\F (2E,4E,6Z,8E-3,7-dimethyl-6-fluoro-9-(2,4,5-trimethyl-3-thienyl)-2,4,6,8-nonatetraenamide). Isolated yield 18.0%. As a reaction SMILES: [CH3:1]/[C:2](/[CH:7]=[CH:8]/[C:9](/[F:22])=[C:10](\[CH3:21])/[CH:11]=[CH:12]/[C:13]1[C:17]([CH3:18])=[C:16]([CH3:19])[S:15][C:14]=1[CH3:20])=[CH:3]\[C:4](O)=[O:5].C(Cl)(=O)C(Cl)=O.[NH3:29]>C1C=CC=CC=1.CN(C)C=O>[CH3:1]/[C:2](/[CH:7]=[CH:8]/[C:9](/[F:22])=[C:10](\[CH3:21])/[CH:11]=[CH:12]/[C:13]1[C:17]([CH3:18])=[C:16]([CH3:19])[S:15][C:14]=1[CH3:20])=[CH:3]\[C:4]([NH2:29])=[O:5]. Procedure: A suspension of 0.40 g. (0.12 mmol) of 2E,4E,6Z,8E-3,7-dimethyl-6-fluoro-9-(2,4,5-trimethyl-3-thienyl)-2,4,6,8-nonatetraenoic acid in 12 ml. of dry benzene was stirred at 23° C. under argon while about 5 mg. of dimethylformamide were added thereto followed by 0.24 g. (0.19 mmole) of oxalyl chloride in 3 ml. of dry benzene. After 1 hour of stirring dry ammonia was bubbled into the resulting orange solution until a bright yellow color persisted. The reaction mixture was poured into water, extracte... The reactants are COc1ccc([N+](=O)[O-])c(NCCN2CCC(NC(=O)OC(C)(C)C)CC2)n1, CCO. Yields the product COc1ccc(N)c(NCCN2CCC(NC(=O)OC(C)(C)C)CC2)n1. Reaction SMILES: [CH3:1][O:2][c:3]1[cH:4][cH:5][c:6]([N+:26]([O-:27])=[O:28])[c:7]([NH:9][CH2:10][CH2:11][N:12]2[CH2:13][CH2:14][CH:15]([NH:18][C:19]([O:20][C:21]([CH3:22])([CH3:23])[CH3:24])=[O:25])[CH2:16][CH2:17]2)[n:8]1.[CH3:29][CH2:30][OH:31]>>[CH3:1][O:2][c:3]1[cH:4][cH:5][c:6]([NH2:26])[c:7]([NH:9][CH2:10][CH2:11][N:12]2[CH2:13][CH2:14][CH:15]([NH:18][C:19]([O:20][C:21]([CH3:22])([CH3:23])[CH3:24])=[O:25])[CH2:16][CH2:17]2)[n:8]1.